From a dataset of the Open Reaction Database (ORD), a public repository of structured organic reaction records. describe an organic reaction: reactants, conditions, products, and yield Starting materials: CC(C)N1CCN(CC1)C1=C(C=C(C(=C1)OC)[N+](=O)[O-])C (1-(1-methylethyl)-4-[2-methyl-5-(methyloxy)-4-nitrophenyl]piperazine), NN (hydrazine), C (charcoal). Reagents/catalysts: [Fe](Cl)(Cl)Cl (iron (III) chloride). The solvent is CO (methanol). Conditions: temperature 60 celsius. Product: CC=1C(=CC(=C(N)C1)OC)N1CCN(CC1)C(C)C (5-methyl-4-[4-(1-methylethyl)-1-piperazinyl]-2-(methyloxy)aniline). The yield is 93.7%. RXN SMILES: [CH3:1][CH:2]([N:4]1[CH2:9][CH2:8][N:7]([C:10]2[CH:15]=[C:14]([O:16][CH3:17])[C:13]([N+:18]([O-])=O)=[CH:12][C:11]=2[CH3:21])[CH2:6][CH2:5]1)[CH3:3].NN.C>CO.[Fe](Cl)(Cl)Cl>[CH3:21][C:11]1[C:10]([N:7]2[CH2:6][CH2:5][N:4]([CH:2]([CH3:3])[CH3:1])[CH2:9][CH2:8]2)=[CH:15][C:14]([O:16][CH3:17])=[C:13]([CH:12]=1)[NH2:18]. Reported procedure: To a solution of 1-(1-methylethyl)-4-[2-methyl-5-(methyloxy)-4-nitrophenyl]piperazine (1.78 g, 6.08 mmol) in methanol (75 mL) was added hydrazine (1.33 mL, 7.0 mmol), iron (III) chloride (0.200 g, 1.22 mmol) and activated charcoal (2 g). The resulting slurry was warmed to 60° C. and maintained overnight. The next morning the slurry was filtered and concentrated to a residue. The residue was partitioned between ethyl acetate and sat. NaCl(aq). The organic layer was washed twice with saturated bri... Reactants: C[C@@H]1NCCNC1 ((S)-(+)-2-Methylpiperazine), C(C1=CC=CC=C1)Br (benzylbromide), C([O-])([O-])=O.[K+].[K+] (potassium carbonate). Solvent: C(C)#N (acetonitrile). Yields the product C(C1=CC=CC=C1)N1C[C@@H](NCC1)C ((3S)-1-Benzyl-3-methylpiperazine). Reaction SMILES: [CH3:1][C@H:2]1[CH2:7][NH:6][CH2:5][CH2:4][NH:3]1.[CH2:8](Br)[C:9]1[CH:14]=[CH:13][CH:12]=[CH:11][CH:10]=1.C(=O)([O-])[O-].[K+].[K+]>C(#N)C>[CH2:8]([N:6]1[CH2:5][CH2:4][NH:3][C@@H:2]([CH3:1])[CH2:7]1)[C:9]1[CH:14]=[CH:13][CH:12]=[CH:11][CH:10]=1 |f:2.3.4|. Procedure: (S)-(+)-2-Methylpiperazine (2.63 g), benzylbromide (3.12 ml) and potassium carbonate (5.4 g) were heated together in acetonitrile (120 ml) at 40° C. for 3 days. The mixture was evaporated to dryness in vacuo and the residue partitioned between aqueous sodium bicarbonate solution and ethyl acetate. The organic phase was separated, dried (magnesium sulphate) and evaporated to dryness in vacuo. The residue was purified by column chromatography over silica gel using gradient elution (95/510 to 92/7/... Reactants: C(=C)[C@@H]1OC(N2[C@@H]1CCC1=CC(=CC=C21)O)=O (trans-3-ethenyl-7-hydroxy-3,3a,4,5-tetrahydro-1H-oxazolo[3,4-a]quinolin-1-one), C([O-])([O-])=O.[K+].[K+] (potassium carbonate), C(C1=CC=CC=C1)Br (benzyl bromide). The solvent is C(C)#N (acetonitrile), CN(C=O)C (dimethylformamide). Conditions: temperature 80 celsius, time 1 hour. Yields the product C(C1=CC=CC=C1)OC=1C=C2CC[C@H]3N(C2=CC1)C(O[C@H]3C=C)=O (trans-7-Benzyloxy-3-ethenyl-3,3a,4,5-tetrahydro-1H-oxazolo[3,4-a]quinolin-1-one). As a reaction SMILES: [CH:1]([C@H:3]1[C@H:7]2[CH2:8][CH2:9][C:10]3[C:15]([N:6]2[C:5](=[O:17])[O:4]1)=[CH:14][CH:13]=[C:12]([OH:16])[CH:11]=3)=[CH2:2].C(=O)([O-])[O-].[K+].[K+].[CH2:24](Br)[C:25]1[CH:30]=[CH:29][CH:28]=[CH:27][CH:26]=1>C(#N)C.CN(C)C=O>[CH2:24]([O:16][C:12]1[CH:11]=[C:10]2[C:15](=[CH:14][CH:13]=1)[N:6]1[C:5](=[O:17])[O:4][C@@H:3]([CH:1]=[CH2:2])[C@H:7]1[CH2:8][CH2:9]2)[C:25]1[CH:30]=[CH:29][CH:28]=[CH:27][CH:26]=1 |f:1.2.3|. Procedure: To a mixture of 10 g (0.043 mol) of trans-3-ethenyl-7-hydroxy-3,3a,4,5-tetrahydro-1H-oxazolo[3,4-a]quinolin-1-one (obtained in Step 2 of Example 1) and 12 g (0.086 mol) of potassium carbonate in 250 ml of acetonitrile and 50 ml of dimethylformamide are added 8.9 g (0.052 mol) of benzyl bromide. The mixture is stirred at 80° C. for 1 h then filtered while hot and washed with acetonitrile, and the filtrate is evaporated to dryness under reduced pressure. The residue is taken up in ethyl acetate an... The product is O=C1NC(=O)C2(Cc3cccc(COc4ccc(Cl)cc4)c3)C=CC=CC12. Reaction SMILES: [CH2:62]1[O:63][CH2:64][CH2:65][CH2:66]1.[O:20]=[C:21]([O:22][CH:23]([CH3:24])[CH3:25])[N:26]=[N:27][C:28]([O:29][CH:30]([CH3:31])[CH3:32])=[O:33].[OH:34][c:35]1[cH:36][cH:37][c:38]([Cl:39])[cH:40][cH:41]1.[OH:42][CH2:43][c:44]1[cH:45][c:46]([CH2:47][C:48]23[CH:49]([C:50](=[O:51])[NH:52][C:53]2=[O:54])[CH:55]=[CH:56][CH:57]=[CH:58]3)[cH:59][cH:60][cH:61]1.[c:1]1([P:2]([c:3]2[cH:4][cH:5][cH:6][cH:7][cH:8]2)[c:9]2[cH:10][cH:11][cH:12][cH:13][cH:14]2)[cH:15][cH:16][cH:17][cH:18][cH:19]1>>[O:34]([c:35]1[cH:36][cH:37][c:38]([Cl:39])[cH:40][cH:41]1)[CH2:43][c:44]1[cH:45][c:46]([CH2:47][C:48]23[CH:49]([C:50](=[O:51])[NH:52][C:53]2=[O:54])[CH:55]=[CH:56][CH:57]=[CH:58]3)[cH:59][cH:60][cH:61]1. The reactants are C1CCOC1, CC(C)OC(=O)N=NC(=O)OC(C)C, Oc1ccc(Cl)cc1, O=C1NC(=O)C2(Cc3cccc(CO)c3)C=CC=CC12, c1ccc(P(c2ccccc2)c2ccccc2)cc1. Reactants: ice water, ClC1=C(C(N(C=C1)C1C(CCCC1)C)=O)C=O (4-chloro-1-(2-methylcyclohexyl)-2-oxo-1,2-dihydropyridine-3-carbaldehyde), Cl.NO (hydroxylamine hydrochloride), C(C)(=O)[O-].[Na+] (sodium acetate). The solvent is CO.O (methanol water). Conditions: temperature 75 celsius. Product: ClC1=C(C(N(C=C1)C1C(CCCC1)C)=O)C=NO (4-chloro-3-((hydroxyimino)methyl)-1-(2-methylcyclohexyl)pyridin-2(1H)-one). Yield: 92.1%. Reaction SMILES: [Cl:1][C:2]1[CH:7]=[CH:6][N:5]([CH:8]2[CH2:13][CH2:12][CH2:11][CH2:10][CH:9]2[CH3:14])[C:4](=[O:15])[C:3]=1[CH:16]=O.Cl.[NH2:19][OH:20].C([O-])(=O)C.[Na+]>CO.O>[Cl:1][C:2]1[CH:7]=[CH:6][N:5]([CH:8]2[CH2:13][CH2:12][CH2:11][CH2:10][CH:9]2[CH3:14])[C:4](=[O:15])[C:3]=1[CH:16]=[N:19][OH:20] |f:1.2,3.4,5.6|. Reported procedure: A mixture of 4-chloro-1-(2-methylcyclohexyl)-2-oxo-1,2-dihydropyridine-3-carbaldehyde obtained in Step C (1.22 g), hydroxylamine hydrochloride (667 mg) and sodium acetate (787 mg) in methanol/water (4:1, 6.0 mL) was heated at 75° C. for 1 hr, and cooled to room temperature. The reaction mixture was poured into ice water, and the resulting solid was collected by filtration, washed with water, and dried under reduced pressure to give the title compound (1.19 g).